This data is from the Open Reaction Database (ORD), a public repository of structured organic reaction records. The task is: describe an organic reaction: reactants, conditions, products, and yield Starting materials: C1(=CC=CC=C1)C1=NNC2=CC=C(C=C12)C (3-phenyl-5-methylindazole), C=O (paraformaldehyde). Yields the product OCN1N=C(C2=CC(=CC=C12)C)C1=CC=CC=C1 (1-hydroxymethyl-3-phenyl-5-methylindazole). The yield is 83.6%. RXN SMILES: [C:1]1([C:7]2[C:15]3[C:10](=[CH:11][CH:12]=[C:13]([CH3:16])[CH:14]=3)[NH:9][N:8]=2)[CH:6]=[CH:5][CH:4]=[CH:3][CH:2]=1.[CH2:17]=[O:18]>>[OH:18][CH2:17][N:9]1[C:10]2[C:15](=[CH:14][C:13]([CH3:16])=[CH:12][CH:11]=2)[C:7]([C:1]2[CH:6]=[CH:5][CH:4]=[CH:3][CH:2]=2)=[N:8]1. Procedure details: By the procedure similar to that described in Example 19, 3-phenyl-5-methylindazole (13.7 g) and paraformaldehyde (2.4 g) were treated to obtain 13.1 g of 1-hydroxymethyl-3-phenyl-5-methylindazole (m.p. 109°-111° C). The reactants are ClC=1C(=NC=NC1Cl)N (5,6-dichloropyrimidin-4-amine), O(C1=CC=CC=C1)C1=CC=C(C=C1)B(O)O (4-phenoxyphenylboronic acid), OC1CC2(CN(C2)C(=O)OC(C)(C)C)C1 (tert-butyl 6-hydroxy-2-azaspiro[3.3]heptane-2-carboxylate), FC1(CN(C1)C/C=C/C(=O)O)F ((E)-4-(3,3-difluoroazetidin-1-yl)but-2-enoic acid). Yields the product NC1=C(C(=NC=N1)OC1CC2(CN(C2)C(\C=C\CN2CC(C2)(F)F)=O)C1)C1=CC=C(C=C1)OC1=CC=CC=C1 ((E)-1-(6-((6-amino-5-(4-phenoxyphenyl)pyrimidin-4-yl)oxy)-2-azaspiro[3.3]heptan-2-yl)-4-(3,3-difluoroazetidin-1-yl)but-2-en-1-one). The yield is 2.7%. Reaction SMILES: Cl[C:2]1[C:3]([NH2:9])=[N:4][CH:5]=[N:6][C:7]=1Cl.[O:10]([C:17]1[CH:22]=[CH:21][C:20](B(O)O)=[CH:19][CH:18]=1)[C:11]1[CH:16]=[CH:15][CH:14]=[CH:13][CH:12]=1.[OH:26][CH:27]1[CH2:40][C:29]2([CH2:32][N:31]([C:33]([O:35]C(C)(C)C)=O)[CH2:30]2)[CH2:28]1.[F:41][C:42]1([F:52])[CH2:45][N:44]([CH2:46]/[CH:47]=[CH:48]/C(O)=O)[CH2:43]1>>[NH2:9][C:3]1[N:4]=[CH:5][N:6]=[C:7]([O:26][CH:27]2[CH2:28][C:29]3([CH2:30][N:31]([C:33](=[O:35])/[CH:48]=[CH:47]/[CH2:46][N:44]4[CH2:45][C:42]([F:52])([F:41])[CH2:43]4)[CH2:32]3)[CH2:40]2)[C:2]=1[C:14]1[CH:15]=[CH:16][C:11]([O:10][C:17]2[CH:22]=[CH:21][CH:20]=[CH:19][CH:18]=2)=[CH:12][CH:13]=1. Reported procedure: (E)-1-(6-((6-amino-5-(4-phenoxyphenyl)pyrimidin-4-yl)oxy)-2-azaspiro[3.3]heptan-2-yl)-4-(3,3-difluoroazetidin-1-yl)but-2-en-1-one was prepared 5,6-dichloropyrimidin-4-amine, 4-phenoxyphenylboronic acid, tert-butyl 6-hydroxy-2-azaspiro[3.3]heptane-2-carboxylate and (E)-4-(3,3-difluoroazetidin-1-yl)but-2-enoic acid with method S1, S2, S3, S4A. Yield 2.7%. 1H NMR (CD3OD) δ 8.31 (s, 1H), 7.10-7.47 (m, 9H), 6.60 (m, 1H), 6.40 (t, 1H), 5.25 (m, 1H), 4.54 (qt, 4H), 4.27 (d, 2H), 4.08 (s, 1H), 4.00 (m, ... Reactants: [Br-], CS(=O)(=O)c1ccc(C=O)cc1, OC(c1ccccc1)c1ccc(Cl)cc1C(F)(F)F, FC(F)(F)c1ccccc1[Mg+]. Product: CS(=O)(=O)c1ccc(C(O)c2ccccc2C(F)(F)F)cc1. Reaction SMILES: [Br-:1].[CH3:13][S:14](=[O:15])(=[O:16])[c:17]1[cH:18][cH:19][c:20]([CH:21]=[O:22])[cH:23][cH:24]1.[F:25][C:26]([F:27])([F:28])[c:29]1[cH:30][c:31]([Cl:32])[cH:33][cH:34][c:35]1[CH:36]([OH:37])[c:38]1[cH:39][cH:40][cH:41][cH:42][cH:43]1.[F:2][C:3]([c:4]1[c:5]([Mg+:10])[cH:6][cH:7][cH:8][cH:9]1)([F:11])[F:12]>>[F:2][C:3]([c:4]1[c:5]([CH:21]([c:20]2[cH:19][cH:18][c:17]([S:14]([CH3:13])(=[O:15])=[O:16])[cH:24][cH:23]2)[OH:22])[cH:6][cH:7][cH:8][cH:9]1)([F:11])[F:12].